The task is: describe an organic reaction: reactants, conditions, products, and yield. This data is from the Open Reaction Database (ORD), a public repository of structured organic reaction records. The reactants are CCCCO, N#CCCCCl, [Na+], [Na+], O=C([O-])[O-], O, c1cnc(N2CCNCC2)nc1. Product: N#CCCCN1CCN(c2ncccn2)CC1. Reaction SMILES: [CH2:25]([OH:26])[CH2:27][CH2:28][CH3:29].[Cl:1][CH2:2][CH2:3][CH2:4][C:5]#[N:6].[Na+:19].[Na+:20].[O-:21][C:22](=[O:23])[O-:24].[OH2:30].[n:7]1[c:8]([N:13]2[CH2:14][CH2:15][NH:16][CH2:17][CH2:18]2)[n:9][cH:10][cH:11][cH:12]1>>[CH2:2]([CH2:3][CH2:4][C:5]#[N:6])[N:16]1[CH2:15][CH2:14][N:13]([c:8]2[n:7][cH:12][cH:11][cH:10][n:9]2)[CH2:18][CH2:17]1. Yields the product CCCCON=C(C(=O)O)c1csc(N)n1. As a reaction SMILES: [CH3:19][OH:20].[NH2:1][c:2]1[s:3][cH:4][c:5]([C:7]([C:8](=[O:9])[O:10][CH2:11][CH3:12])=[N:13][O:14][CH2:15][CH2:16][CH2:17][CH3:18])[n:6]1.[Na+:22].[O:23]1[CH2:24][CH2:25][CH2:26][CH2:27]1.[OH-:21]>>[NH2:1][c:2]1[s:3][cH:4][c:5]([C:7]([C:8](=[O:9])[OH:10])=[N:13][O:14][CH2:15][CH2:16][CH2:17][CH3:18])[n:6]1. Starting materials: CO, CCCCON=C(C(=O)OCC)c1csc(N)n1, [Na+], C1CCOC1, [OH-]. Reactants: COc1cc(CC(=O)Oc2c(F)c(F)c(F)c(F)c2F)ccc1NC(=O)Nc1ccccc1C, CCOC(C)=O, COC(=O)c1ccc(OCC(C)N)c(Cl)c1, CN(C)C=O. The product is COC(=O)c1ccc(OCC(C)NC(=O)Cc2ccc(NC(=O)Nc3ccccc3C)c(OC)c2)c(Cl)c1. Reaction SMILES: [CH3:1][O:2][c:3]1[cH:4][c:5]([CH2:20][C:21]([O:23][c:22]2[c:24]([F:25])[c:26]([F:27])[c:28]([F:29])[c:30]([F:31])[c:32]2[F:33])=[O:34])[cH:6][cH:7][c:8]1[NH:9][C:10](=[O:11])[NH:12][c:13]1[c:14]([CH3:19])[cH:15][cH:16][cH:17][cH:18]1.[CH3:56][CH2:57][O:58][C:59]([CH3:60])=[O:61].[Cl:35][c:36]1[cH:37][c:38]([C:39](=[O:40])[O:41][CH3:42])[cH:43][cH:44][c:45]1[O:46][CH2:47][CH:48]([CH3:49])[NH2:50].[O:51]=[CH:52][N:53]([CH3:54])[CH3:55]>>[CH3:1][O:2][c:3]1[cH:4][c:5]([CH2:20][C:21](=[O:23])[NH:50][CH:48]([CH2:47][O:46][c:45]2[c:36]([Cl:35])[cH:37][c:38]([C:39](=[O:40])[O:41][CH3:42])[cH:43][cH:44]2)[CH3:49])[cH:6][cH:7][c:8]1[NH:9][C:10](=[O:11])[NH:12][c:13]1[c:14]([CH3:19])[cH:15][cH:16][cH:17][cH:18]1.